This data is from the Open Reaction Database (ORD), a public repository of structured organic reaction records. The task is: describe an organic reaction: reactants, conditions, products, and yield The reactants are ClC(=C(C)C)N(C)C ((1-Chloro-2-methyl-propenyl)-dimethylamine), FC(COC1=C(C(=O)O)C=C(C(=N1)NC)[N+](=O)[O-])F (2-(2,2-difluoro-ethoxy)-6-methylamino-5-nitro-nicotinic acid), BrC1=CC=C(N)C=C1 (4-bromoaniline), N1=CC=CC=C1 (Pyridine). Run in C(Cl)Cl (DCM), C1CCOC1 (THF). Run at time 15 minute. Yields the product BrC1=CC=C(C=C1)NC(C1=C(N=C(C(=C1)[N+](=O)[O-])NC)OCC(F)F)=O (N-(4-Bromo-phenyl)-2-(2,2-difluoro-ethoxy)-6-methylamino-5-nitro-nicotinamide). RXN SMILES: ClC(N(C)C)=C(C)C.[F:9][CH:10]([F:27])[CH2:11][O:12][C:13]1[N:21]=[C:20]([NH:22][CH3:23])[C:19]([N+:24]([O-:26])=[O:25])=[CH:18][C:14]=1[C:15]([OH:17])=O.N1C=CC=CC=1.[Br:34][C:35]1[CH:41]=[CH:40][C:38]([NH2:39])=[CH:37][CH:36]=1>C(Cl)Cl.C1COCC1>[Br:34][C:35]1[CH:41]=[CH:40][C:38]([NH:39][C:15](=[O:17])[C:14]2[CH:18]=[C:19]([N+:24]([O-:26])=[O:25])[C:20]([NH:22][CH3:23])=[N:21][C:13]=2[O:12][CH2:11][CH:10]([F:9])[F:27])=[CH:37][CH:36]=1. Procedure details: (1-Chloro-2-methyl-propenyl)-dimethylamine (1.54 mL, 5.63 mmol) is added to 2-(2,2-difluoro-ethoxy)-6-methylamino-5-nitro-nicotinic acid (880 mg, 5.12 mmol) in DCM (15 mL) and THF (15 mL) and stirred at rt for 15 min. Pyridine (607 μL, 7.67 mmol) followed by 4-bromoaniline are added to the reaction mixture and it is stirred for 1 h at rt. The mixture is concentrated, diluted with water and filtered. The filtercake is washed with water and dried to give the sub-title compound. RXN SMILES: [CH3:1][O:2][C:3](=[O:31])[C@H:4]([CH2:16][C:17]1[CH:22]=[CH:21][C:20](OS(C(F)(F)F)(=O)=O)=[CH:19][CH:18]=1)[NH:5][C:6](=[O:15])[C:7]1[C:12]([Cl:13])=[CH:11][CH:10]=[CH:9][C:8]=1[Cl:14].C[Sn](C)(C)[C:34]1[CH:38]=[CH:37][S:36][C:35]=1[C:39]#[N:40].[Li+].[Cl-].[NH4+].[Cl-]>O1CCOCC1.CCOC(C)=O.C1C=CC([P]([Pd]([P](C2C=CC=CC=2)(C2C=CC=CC=2)C2C=CC=CC=2)([P](C2C=CC=CC=2)(C2C=CC=CC=2)C2C=CC=CC=2)[P](C2C=CC=CC=2)(C2C=CC=CC=2)C2C=CC=CC=2)(C2C=CC=CC=2)C2C=CC=CC=2)=CC=1>[CH3:1][O:2][C:3](=[O:31])[C@H:4]([CH2:16][C:17]1[CH:22]=[CH:21][C:20]([C:34]2[CH:38]=[CH:37][S:36][C:35]=2[C:39]#[N:40])=[CH:19][CH:18]=1)[NH:5][C:6](=[O:15])[C:7]1[C:8]([Cl:14])=[CH:9][CH:10]=[CH:11][C:12]=1[Cl:13] |f:2.3,4.5,^1:62,64,83,102|. Product: COC([C@@H](NC(C1=C(C=CC=C1Cl)Cl)=O)CC1=CC=C(C=C1)C1=C(SC=C1)C#N)=O (N-(2,6-dichlorobenzoyl)-4-(2-cyano-3-thienyl)-L-phenylalanine methyl ester). The solvent is O1CCOCC1 (dioxane), CCOC(=O)C (AcOEt). Reactants: [NH4+].[Cl-] (NH4Cl), COC([C@@H](NC(C1=C(C=CC=C1Cl)Cl)=O)CC1=CC=C(C=C1)OS(=O)(=O)C(F)(F)F)=O (N-(2,6-dichlorobenzoyl)-O-(trifluoromethane sulfonyl)-L-tyrosine methyl ester), C[Sn](C1=C(SC=C1)C#N)(C)C (trimethyl(2-cyano-3-thienyl)tin), [Li+].[Cl-] (LiCl). Yield: 38.0%. The reagents and catalysts are C=1C=CC(=CC1)[P](C=2C=CC=CC2)(C=3C=CC=CC3)[Pd]([P](C=4C=CC=CC4)(C=5C=CC=CC5)C=6C=CC=CC6)([P](C=7C=CC=CC7)(C=8C=CC=CC8)C=9C=CC=CC9)[P](C=1C=CC=CC1)(C=1C=CC=CC1)C=1C=CC=CC1 (Pd(PPh3)4). Run at temperature 100 celsius, time 38 hour. Procedure details: A mixture of N-(2,6-dichlorobenzoyl)-O-(trifluoromethane sulfonyl)-L-tyrosine methyl ester (361 mg), trimethyl(2-cyano-3-thienyl)tin (393 mg), Pd(PPh3)4 (42 mg) and LiCl (93 mg) in dioxane (8 mL) was stirred at 100° C. under N2 for 38 h. The mixture was diluted with AcOEt and treated with 10% NH4Cl aqueous solution (6 mL). After stirring at room temperature for 1 h, the mixture was filtered through Celite and washed with AcOEt. The combined organic layers were washed successively with water and ...